This data is from the Open Reaction Database (ORD), a public repository of structured organic reaction records. The task is: describe an organic reaction: reactants, conditions, products, and yield Starting materials: CCOC(=O)c1nc(Nc2ccc(OC)c(OC)c2)sc1C, C1CCOC1, [K+], [OH-]. The product is COc1ccc(Nc2nc(C(=O)O)c(C)s2)cc1OC. Reaction SMILES: [CH2:1]([CH3:2])[O:3][C:4](=[O:5])[c:6]1[n:7][c:8]([NH:12][c:13]2[cH:14][c:15]([O:21][CH3:22])[c:16]([O:19][CH3:20])[cH:17][cH:18]2)[s:9][c:10]1[CH3:11].[CH2:25]1[O:26][CH2:27][CH2:28][CH2:29]1.[K+:24].[OH-:23]>>[O:3]=[C:4]([OH:5])[c:6]1[n:7][c:8]([NH:12][c:13]2[cH:14][c:15]([O:21][CH3:22])[c:16]([O:19][CH3:20])[cH:17][cH:18]2)[s:9][c:10]1[CH3:11]. Starting materials: C(C)#N (acetonitrile), N (ammonia), FC(C1=CC=C(C=N1)C(C)(C)O)(F)F (2-(6-trifluoromethyl-pyridin-3-yl)-propan-2-ol), S(O)(O)(=O)=O (sulfuric acid). The solvent is COC(C)(C)C (tert-butyl methyl ether), O (water). Reaction conditions: temperature 2.5 celsius. Yields the product CC(C)(C=1C=NC(=CC1)C(F)(F)F)NC(C)=O (N-[1-Methyl-1-(6-trifluoromethyl-pyridin-3-yl)-ethyl]-acetamide). RXN SMILES: [C:1](#[N:3])[CH3:2].[F:4][C:5]([F:17])([F:16])[C:6]1[N:11]=[CH:10][C:9]([C:12](O)([CH3:14])[CH3:13])=[CH:8][CH:7]=1.S(=O)(=O)(O)[OH:19].N>COC(C)(C)C.O>[CH3:13][C:12]([NH:3][C:1](=[O:19])[CH3:2])([C:9]1[CH:10]=[N:11][C:6]([C:5]([F:17])([F:16])[F:4])=[CH:7][CH:8]=1)[CH3:14]. Reported procedure: Add acetonitrile (67.4 L; 53.0 kg) to a reaction vessel containing 2-(6-trifluoromethyl-pyridin-3-yl)-propan-2-ol (52 moles; 12.8 kg) and cool to 0-5° C. Add concentrated sulfuric acid (372 moles; 19.8 L; 36.5 kg) slowly, maintaining the internal reaction temperature between 0-15° C. Heat the solution to 25-30° C. for 24 hours, and observe the completion of the reaction by HPLC. Cool the mixture to 0° C. while stirring and add water (95.0 L; 95.0 kg). Add a solution of aqueous ammonia (57.5 kg) ... Starting materials: IC1=CC=C(C(=O)N2CC=3N(CC4=C2C=CC=C4)C=CC3)C=C1 (10,11-dihydro-10-(4-iodobenzoyl)-5H-pyrrolo[2,1-c][1,4]benzodiazepine), C(CCC)[Sn](C1=C(C=CC=C1)C)(CCCC)CCCC (2-(tributylstannyl)toluene). The reagents and catalysts are C1=CC=C(C=C1)P(C2=CC=CC=C2)C3=CC=CC=C3.C1=CC=C(C=C1)P(C2=CC=CC=C2)C3=CC=CC=C3.C1=CC=C(C=C1)P(C2=CC=CC=C2)C3=CC=CC=C3.C1=CC=C(C=C1)P(C2=CC=CC=C2)C3=CC=CC=C3.[Pd] (tetrakis(triphenylphosphine)palladium(O)). The solvent is C1(=CC=CC=C1)C (toluene). Product: CC1=C(C=CC=C1)C1=CC=C(C(=O)N2CC=3N(CC4=C2C=CC=C4)C=CC3)C=C1 (10,11-Dihydro-10-[4-(2-methylphenyl)benzoyl]-5H-pyrrolo[2,1-c][1,4]benzodiazepine). Isolated yield 54.7%. As a reaction SMILES: I[C:2]1[CH:23]=[CH:22][C:5]([C:6]([N:8]2[C:14]3[CH:15]=[CH:16][CH:17]=[CH:18][C:13]=3[CH2:12][N:11]3[CH:19]=[CH:20][CH:21]=[C:10]3[CH2:9]2)=[O:7])=[CH:4][CH:3]=1.C([Sn](CCCC)(CCCC)[C:29]1[CH:34]=[CH:33][CH:32]=[CH:31][C:30]=1[CH3:35])CCC>C1(C)C=CC=CC=1.C1C=CC(P(C2C=CC=CC=2)C2C=CC=CC=2)=CC=1.C1C=CC(P(C2C=CC=CC=2)C2C=CC=CC=2)=CC=1.C1C=CC(P(C2C=CC=CC=2)C2C=CC=CC=2)=CC=1.C1C=CC(P(C2C=CC=CC=2)C2C=CC=CC=2)=CC=1.[Pd]>[CH3:35][C:30]1[CH:31]=[CH:32][CH:33]=[CH:34][C:29]=1[C:2]1[CH:23]=[CH:22][C:5]([C:6]([N:8]2[C:14]3[CH:15]=[CH:16][CH:17]=[CH:18][C:13]=3[CH2:12][N:11]3[CH:19]=[CH:20][CH:21]=[C:10]3[CH2:9]2)=[O:7])=[CH:4][CH:3]=1 |f:3.4.5.6.7|. Procedure: A mixture of 2.0 g of 10,11-dihydro-10-(4-iodobenzoyl)-5H-pyrrolo[2,1-c][1,4]benzodiazepine, 3.0 g of 2-(tributylstannyl)toluene and 200 mg of tetrakis(triphenylphosphine)palladium(O) in 200 ml of toluene is refluxed for 16 hours. The reaction mixture is evaporated in vacuo to a residue which is purified by column chromatography on silica gel by elution with 30% ethyl acetate-hexane to give 1.0 g of the desired product as a solid. Mass spectrum: M+H:379. Starting materials: C(C)(C)(C)C1=CC=C(CN(C(=O)C=2C=CC=C3C=CNC23)CCO)C=C1 (1H-indole-7-carboxylic acid (4-tert-butyl-benzyl)-(2-hydroxy-ethyl)-amide), FC1=CC=C(C=C1)O (4-fluorophenol), C1(=CC=CC=C1)P(C1=CC=CC=C1)C1=CC=CC=C1 (triphenyl phosphine), C(C)OC(=O)N=NC(=O)OCC (azodicarboxylic acid diethyl ester). Run in C1CCOC1 (THF). Yields the product C(C)(C)(C)C1=CC=C(CN(C(=O)C=2C=CC=C3C=CNC23)CCOC2=CC=C(C=C2)F)C=C1 (1H-Indole-7-carboxylic acid (4-tert-butyl-benzyl)-[2-(4-fluoro-phenoxy)-ethyl]-amide). The yield is 45.0%. RXN SMILES: [C:1]([C:5]1[CH:26]=[CH:25][C:8]([CH2:9][N:10]([CH2:22][CH2:23][OH:24])[C:11]([C:13]2[CH:14]=[CH:15][CH:16]=[C:17]3[C:21]=2[NH:20][CH:19]=[CH:18]3)=[O:12])=[CH:7][CH:6]=1)([CH3:4])([CH3:3])[CH3:2].[F:27][C:28]1[CH:33]=[CH:32][C:31](O)=[CH:30][CH:29]=1.C1(P(C2C=CC=CC=2)C2C=CC=CC=2)C=CC=CC=1.C(OC(N=NC(OCC)=O)=O)C>C1COCC1>[C:1]([C:5]1[CH:6]=[CH:7][C:8]([CH2:9][N:10]([CH2:22][CH2:23][O:24][C:31]2[CH:32]=[CH:33][C:28]([F:27])=[CH:29][CH:30]=2)[C:11]([C:13]2[CH:14]=[CH:15][CH:16]=[C:17]3[C:21]=2[NH:20][CH:19]=[CH:18]3)=[O:12])=[CH:25][CH:26]=1)([CH3:4])([CH3:2])[CH3:3]. Procedure details: To a solution of 175 mg (0.5 mmol) of 1H-indole-7-carboxylic acid (4-tert-butyl-benzyl)-(2-hydroxy-ethyl)-amide, 62 mg (0.55 mmol) of 4-fluorophenol and 144 mg (0.55 mmol) of triphenyl phosphine in 5 ml THF were added dropwise 88 μl (0.55 mmol) of azodicarboxylic acid diethyl ester at 0° C. The reaction mixture was stirred at rt over night. The solvent was evaporated and the residue was dissolved in diethyl ether. The organic layer was washed twice with 2N aqueous NaOH solution, once with satura... The reactants are O=C(O)c1ccc(-c2cc3cc(Cl)c(Cl)cc3[nH]2)c(OCc2ccccc2)c1, C1CCOC1, CCN=C=NCCCN(C)C, Cl, CC1(C)CC(N)CC(C)(C)N1, On1nnc2ccccc21. Product: CC1(C)CC(NC(=O)c2ccc(-c3cc4cc(Cl)c(Cl)cc4[nH]3)c(OCc3ccccc3)c2)CC(C)(C)N1. Reaction SMILES: [CH2:1]([c:2]1[cH:3][cH:4][cH:5][cH:6][cH:7]1)[O:8][c:9]1[cH:10][c:11]([C:12](=[O:13])[OH:14])[cH:15][cH:16][c:17]1-[c:18]1[nH:19][c:20]2[cH:21][c:22]([Cl:28])[c:23]([Cl:27])[cH:24][c:25]2[cH:26]1.[CH2:62]1[O:63][CH2:64][CH2:65][CH2:66]1.[CH3:30][N:31]([CH3:32])[CH2:33][CH2:34][CH2:35][N:36]=[C:37]=[N:38][CH2:39][CH3:40].[ClH:29].[NH2:51][CH:52]1[CH2:53][C:54]([CH3:60])([CH3:61])[NH:55][C:56]([CH3:58])([CH3:59])[CH2:57]1.[OH:41][n:42]1[c:43]2[cH:44][cH:45][cH:46][cH:47][c:48]2[n:49][n:50]1>>[CH2:1]([c:2]1[cH:3][cH:4][cH:5][cH:6][cH:7]1)[O:8][c:9]1[cH:10][c:11]([C:12](=[O:14])[NH:51][CH:52]2[CH2:53][C:54]([CH3:60])([CH3:61])[NH:55][C:56]([CH3:58])([CH3:59])[CH2:57]2)[cH:15][cH:16][c:17]1-[c:18]1[nH:19][c:20]2[cH:21][c:22]([Cl:28])[c:23]([Cl:27])[cH:24][c:25]2[cH:26]1. Starting materials: CN1CCCCC1, CNOC, NS(=O)(=O)c1cc(C(=O)O)c(Cl)s1, Cl, [Na+], O=C([O-])O, CN(C)C=O. Yields the product CON(C)C(=O)c1cc(S(N)(=O)=O)sc1Cl. Reaction SMILES: [CH3:14][N:15]1[CH2:16][CH2:17][CH2:18][CH2:19][CH2:20]1.[CH3:22][NH:23][O:24][CH3:25].[Cl:1][c:2]1[c:3]([C:11](=[O:12])[OH:13])[cH:4][c:5]([S:7](=[O:8])(=[O:9])[NH2:10])[s:6]1.[ClH:21].[Na+:30].[O-:26][C:27]([OH:28])=[O:29].[O:31]=[CH:32][N:33]([CH3:34])[CH3:35]>>[Cl:1][c:2]1[c:3]([C:11](=[O:13])[N:23]([CH3:22])[O:24][CH3:25])[cH:4][c:5]([S:7](=[O:8])(=[O:9])[NH2:10])[s:6]1. Procedure details: To a solution of benzyl(2-((1,3-dioxoisoindolin-2-yl)oxy)ethyl)carbamate (9.36 g, 27.50 mmol) described in Reference Example 10 in methylene chloride (51 mL) was gradually added 9.8M methylamine methanol solution (8.50 mL), followed by stirring for 2 hours. The reaction solution was distilled off under reduced pressure, and methylene chloride (50 mL) and water (80 mL) were added, followed by adjusting to pH 1 with 5M hydrochloric acid, aqueous layer separation, and further washing with methylene... The product is NOCCNC(OCC1=CC=CC=C1)=O (Benzyl 2-(aminooxy)ethylcarbamate). As a reaction SMILES: [CH2:1]([O:8][C:9](=[O:25])[NH:10][CH2:11][CH2:12][O:13][N:14]1C(=O)C2C(=CC=CC=2)C1=O)[C:2]1[CH:7]=[CH:6][CH:5]=[CH:4][CH:3]=1>C(Cl)Cl>[NH2:14][O:13][CH2:12][CH2:11][NH:10][C:9](=[O:25])[O:8][CH2:1][C:2]1[CH:7]=[CH:6][CH:5]=[CH:4][CH:3]=1. Solvent: C(Cl)Cl (methylene chloride). Yield: 97.0%. Starting materials: C(C1=CC=CC=C1)OC(NCCON1C(C2=CC=CC=C2C1=O)=O)=O (benzyl(2-((1,3-dioxoisoindolin-2-yl)oxy)ethyl)carbamate), 9.8M methylamine methanol. Run at time 2 hour. The reactants are ClC1=NC(=NC(=C1N)Cl)SCCC (4,6-dichloro-2-(propylthio)pyrimidin-5-amine), C([C@H](O)[C@@H](O)C(=O)O)(=O)O.N[C@@H]1C[C@@H]([C@@H]2[C@H]1OC(O2)(C)C)OCCO (2-(((3aR,4S,6R,6aS)-6-amino-2,2-dimethyltetrahydro-3aH-cyclopenta[d][1,3]dioxol-4-yl)oxy)ethanol L-tartaric acid salt), CS(=O)C (dimethyl sulfoxide), C([O-])(O)=O.[Na+] (sodium bicarbonate). Reported procedure: A flask was charged with 4,6-dichloro-2-(propylthio)pyrimidin-5-amine (3 g), 2-(((3aR,4S,6R,6aS)-6-amino-2,2-dimethyltetrahydro-3aH-cyclopenta[d][1,3]dioxol-4-yl)oxy)ethanol L-tartaric acid salt (5.1 g), dimethyl sulfoxide (30 mL) and sodium bicarbonate (6.3 g). The mixture was heated to about 60-65° C. and maintained at the same temperature for about 10 hours and completion of the reaction was monitored by TLC. After completion of reaction the mixture was cooled to 25-30° C. followed by additio... Reaction conditions: temperature 62.5 celsius, time 10 minute. RXN SMILES: Cl[C:2]1[C:7]([NH2:8])=[C:6]([Cl:9])[N:5]=[C:4]([S:10][CH2:11][CH2:12][CH3:13])[N:3]=1.C(O)(=O)[C@@H]([C@H](C(O)=O)O)O.[NH2:24][C@H:25]1[C@@H:29]2[O:30][C:31]([CH3:34])([CH3:33])[O:32][C@@H:28]2[C@@H:27]([O:35][CH2:36][CH2:37][OH:38])[CH2:26]1.CS(C)=O.C(=O)(O)[O-].[Na+]>C1(C)C=CC=CC=1.O>[NH2:8][C:7]1[C:2]([NH:24][C@H:25]2[C@@H:29]3[O:30][C:31]([CH3:33])([CH3:34])[O:32][C@@H:28]3[C@@H:27]([O:35][CH2:36][CH2:37][OH:38])[CH2:26]2)=[N:3][C:4]([S:10][CH2:11][CH2:12][CH3:13])=[N:5][C:6]=1[Cl:9] |f:1.2,4.5|. Run in C1(=CC=CC=C1)C (toluene), O (water). The yield is 78.0%. Yields the product NC=1C(=NC(=NC1Cl)SCCC)N[C@@H]1C[C@@H]([C@@H]2[C@H]1OC(O2)(C)C)OCCO (2-(((3aR,4S,6R,6aS)-6-((5-Amino-6-Chloro-2-(Propylthio)Pyrimidin-4-Yl)Amino)-2,2-Dimethyltetrahydro-3aH-Cyclopenta[d][1,3]Dioxol-4-Yl)Oxy)Ethanol).